This data is from the Open Reaction Database (ORD), a public repository of structured organic reaction records. The task is: describe an organic reaction: reactants, conditions, products, and yield The reactants are ClC1=CC(=C(C=C1)[C@H](C(F)(F)F)O)N1N=C(C=C1)C ((R)-1-[4-chloro-2-(3-methylpyrazol-1-yl)phenyl]-2,2,2-trifluoroethanol), ClC1=NC(=NC(=C1)Cl)SC (4,6-dichloro-2-(methylthio)pyrimidine), C(=O)([O-])[O-].[Cs+].[Cs+] (Cs2CO3). The solvent is O1CCOCC1 (dioxane). Run at temperature 70 celsius. The product is ClC1=NC(=NC(=C1)O[C@@H](C(F)(F)F)C1=C(C=C(C=C1)Cl)N1N=C(C=C1)C)SC (4-chloro-6-[(R)-1-[4-chloro-2-(3-methylpyrazol-1-yl)phenyl]-2,2,2-trifluoroethoxy]-2-methylsulfanylpyrimidine). RXN SMILES: [Cl:1][C:2]1[CH:7]=[CH:6][C:5]([C@@H:8]([OH:13])[C:9]([F:12])([F:11])[F:10])=[C:4]([N:14]2[CH:18]=[CH:17][C:16]([CH3:19])=[N:15]2)[CH:3]=1.[Cl:20][C:21]1[CH:26]=[C:25](Cl)[N:24]=[C:23]([S:28][CH3:29])[N:22]=1.C([O-])([O-])=O.[Cs+].[Cs+]>O1CCOCC1>[Cl:20][C:21]1[CH:26]=[C:25]([O:13][C@H:8]([C:5]2[CH:6]=[CH:7][C:2]([Cl:1])=[CH:3][C:4]=2[N:14]2[CH:18]=[CH:17][C:16]([CH3:19])=[N:15]2)[C:9]([F:12])([F:11])[F:10])[N:24]=[C:23]([S:28][CH3:29])[N:22]=1 |f:2.3.4|. Procedure: To a solution of (R)-1-[4-chloro-2-(3-methylpyrazol-1-yl)phenyl]-2,2,2-trifluoroethanol (5.00 g, 17.2 mmol) and 4,6-dichloro-2-(methylthio)pyrimidine (3.36 g, 17.2 mmol) in dioxane (250 mL) was added Cs2CO3 (16.8 g, 51.6 mmol). The reaction mixture was then heated to 70° C. for 90 h, then cooled to RT. The reaction mixture was quenched with water and extracted with EtOAc. The combined organic layers were washed with brine, dried over Na2SO4, filtered, and concentrated in vacuo. Purification on a... Starting materials: C(C)OC(=O)C1=CC(=CC(=C1)CBr)C(=O)OCC (diethyl-5-(bromomethyl)benzene-1,3-dioate), C[Si](C)(C)C#N (trimethylsilyl cyanide), [F-].C(CCC)[N+](CCCC)(CCCC)CCCC (tetrabutylammonium fluoride). The solvent is CC#N (MeCN). Conditions: time 0.5 hour. Product: EtOAc hexanes, C(#N)CC=1C=C(C=C(C1)C(=O)OCC)C(=O)OCC (diethyl 5-(cyanomethyl)benzene-1,3-dioate). The yield is 0.0%. Reaction SMILES: [CH2:1]([O:3][C:4]([C:6]1[CH:11]=[C:10]([CH2:12]Br)[CH:9]=[C:8]([C:14]([O:16][CH2:17][CH3:18])=[O:15])[CH:7]=1)=[O:5])[CH3:2].C[Si]([C:23]#[N:24])(C)C.[F-].C([N+](CCCC)(CCCC)CCCC)CCC>CC#N>[C:23]([CH2:12][C:10]1[CH:9]=[C:8]([C:14]([O:16][CH2:17][CH3:18])=[O:15])[CH:7]=[C:6]([C:4]([O:3][CH2:1][CH3:2])=[O:5])[CH:11]=1)#[N:24] |f:2.3|. Reported procedure: To a solution of diethyl-5-(bromomethyl)benzene-1,3-dioate (1.9 g, 6.0 mmol) in 69 mL MeCN was added trimethylsilyl cyanide (1.2 mL, 9.0 mmol) and tetrabutylammonium fluoride (1M in THF, 9.0 mL, 9.0 mmol). The reaction was stirred for 0.5 h and concentrated. Flash chromatography (silica gel, 0-30% EtOAc/hexanes) gave diethyl 5-(cyanomethyl)benzene-1,3-dioate. 1H NMR (400 MHz, CDCl3) δ 8.65 (s, 1H), 8.20 (app t, J=0.7 Hz, 2H), 4.43 (q, J=7.1 Hz, 4H), 3.86 (s, 2H), 1.43 (t, J=7.1 Hz, 6H).